Dataset: the Open Reaction Database (ORD), a public repository of structured organic reaction records. Task: describe an organic reaction: reactants, conditions, products, and yield Starting materials: COc1ccccc1C1(N2CC(O)CC2C(=O)N(C)C)C(=O)Nc2ccc(Cl)cc21, FC(F)(F)COc1ccc(OCC(F)(F)F)cc1, O=S(=O)(Cl)Cl. Product: COc1ccccc1C1(N2CC(O)CC2C(=O)N(C)C)C(=O)N(S(=O)(=O)c2cc(OCC(F)(F)F)ccc2OCC(F)(F)F)c2ccc(Cl)cc21. RXN SMILES: [Cl:1][c:2]1[cH:3][c:4]2[c:8]([cH:9][cH:10]1)[NH:7][C:6](=[O:11])[C:5]2([c:12]1[c:13]([O:18][CH3:19])[cH:14][cH:15][cH:16][cH:17]1)[N:20]1[CH:21]([C:22](=[O:23])[N:24]([CH3:25])[CH3:26])[CH2:27][CH:28]([OH:30])[CH2:29]1.[F:36][C:37]([CH2:38][O:39][c:40]1[cH:41][cH:42][c:43]([O:46][CH2:47][C:48]([F:49])([F:50])[F:51])[cH:44][cH:45]1)([F:52])[F:53].[S:31](=[O:32])(=[O:33])([Cl:34])[Cl:35]>>[Cl:1][c:2]1[cH:3][c:4]2[c:8]([cH:9][cH:10]1)[N:7]([S:31](=[O:32])(=[O:33])[c:45]1[c:40]([O:39][CH2:38][C:37]([F:36])([F:52])[F:53])[cH:41][cH:42][c:43]([O:46][CH2:47][C:48]([F:49])([F:50])[F:51])[cH:44]1)[C:6](=[O:11])[C:5]2([c:12]1[c:13]([O:18][CH3:19])[cH:14][cH:15][cH:16][cH:17]1)[N:20]1[CH:21]([C:22](=[O:23])[N:24]([CH3:25])[CH3:26])[CH2:27][CH:28]([OH:30])[CH2:29]1. Reactants: N1=C(C=CC=C1)C(=O)C=1C=C(C=CC1)NC(=O)C=1C=CN2C(SCC21)C=2C=NC=CC2 (N-[3-(2-pyridylcarbonyl)phenyl]-3-(3-pyridyl)-1H,3H-pyrrolo[1,2-c]thiazole-7carboxamide), Stannous chloride, [N+](=O)([O-])C=1C=C(C(=O)C2=NC=CC=C2)C=CC1 (2-(3-nitrobenzoyl)pyridine), solution, Cl (hydrogen chloride). Run in dihydrate, C(C)O (ethanol). Conditions: temperature 20 celsius, time 30 minute. The product is NC=1C=C(C(=O)C2=NC=CC=C2)C=CC1 (2-(3-Aminobenzoyl) pyridine). RXN SMILES: [N:1]1[CH:6]=[CH:5][CH:4]=[CH:3][C:2]=1[C:7]([C:9]1[CH:10]=[C:11]([NH:15]C(C2C=CN3C=2CSC3C2C=NC=CC=2)=O)[CH:12]=[CH:13][CH:14]=1)=[O:8].[N+](C1C=C(C=CC=1)C(C1C=CC=CN=1)=O)([O-])=O.Cl>C(O)C>[NH2:15][C:11]1[CH:10]=[C:9]([CH:14]=[CH:13][CH:12]=1)[C:7]([C:2]1[CH:3]=[CH:4][CH:5]=[CH:6][N:1]=1)=[O:8]. Procedure: The 2-(3-aminobenzoyl)pyridine may be prepared as follows: Stannous chloride in the dihydrate form (63 g) is added, at a temperature in the vicinity of 3° C., to a suspension of 2-(3-nitrobenzoyl)pyridine (19 g) in a 3.7N solution (360 cc) of hydrogen chloride in ethanol, in the course of 45 minutes. The suspension obtained is stirred at a temperature in the vicinity of 4° C. for 1 hour and 30 minutes, at a temperature in the vicinity of 20° C. for 1 hour and 30 minutes and then at a temperature...